Dataset: the Open Reaction Database (ORD), a public repository of structured organic reaction records. Task: describe an organic reaction: reactants, conditions, products, and yield The product is C(C)OC([C@H](C)N(C(=O)[C@@H](NC(CONC(NCC)=O)=O)CCCCNC(OC(C)(C)C)=O)CC=1C=CC=C2C=CC=NC12)OCC (tert-butyl (S)-10-(((S)-1,1-diethoxypropan-2-yl)(quinolin-8-ylmethyl)carbamoyl)-4,8-dioxo-6-oxa-3,5,9-triazatetradecan-14-ylcarbamate). The reactants are Compound II, C(C)NC(NOCC(=O)O)=O (2-(3-ethylureidooxy)acetic acid), N[C@@H](CCCCNC(OC(C)(C)C)=O)C(=O)N(CC=1C=CC=C2C=CC=NC12)[C@H](C(OCC)OCC)C (tert-butyl (S)-5-amino-6-(((S)-1,1-diethoxypropan-2-yl)(quinolin-8-ylmethyl)amino)-6-oxohexylcarbamate). Procedure: According to the procedure described in the synthesis method of Compound II-15, 2-(3-ethylureidooxy)acetic acid (Compound VI-13) 47 mg (0.29 mmol) was coupled with tert-butyl (S)-5-amino-6-(((S)-1,1-diethoxypropan-2-yl)(quinolin-8-ylmethyl)amino)-6-oxohexylcarbamate (Compound IV-14) 100 mg (0.19 mmol) to obtain the title compound. RXN SMILES: [CH2:1]([NH:3][C:4](=[O:11])[NH:5][O:6][CH2:7][C:8]([OH:10])=O)[CH3:2].[NH2:12][C@H:13]([C:26]([N:28]([C@@H:40]([CH3:48])[CH:41]([O:45][CH2:46][CH3:47])[O:42][CH2:43][CH3:44])[CH2:29][C:30]1[CH:31]=[CH:32][CH:33]=[C:34]2[C:39]=1[N:38]=[CH:37][CH:36]=[CH:35]2)=[O:27])[CH2:14][CH2:15][CH2:16][CH2:17][NH:18][C:19](=[O:25])[O:20][C:21]([CH3:24])([CH3:23])[CH3:22]>>[CH2:46]([O:45][CH:41]([O:42][CH2:43][CH3:44])[C@@H:40]([N:28]([CH2:29][C:30]1[CH:31]=[CH:32][CH:33]=[C:34]2[C:39]=1[N:38]=[CH:37][CH:36]=[CH:35]2)[C:26]([C@H:13]([CH2:14][CH2:15][CH2:16][CH2:17][NH:18][C:19](=[O:25])[O:20][C:21]([CH3:23])([CH3:24])[CH3:22])[NH:12][C:8](=[O:10])[CH2:7][O:6][NH:5][C:4](=[O:11])[NH:3][CH2:1][CH3:2])=[O:27])[CH3:48])[CH3:47]. Starting materials: C(C)(C)(C)OC(=O)N1CC(C=2C=NC(=CC21)C=O)(C)C (6-formyl-3,3-dimethyl-2,3-dihydro-pyrrolo[3,2-c]pyridine-1-carboxylic acid tert-butyl ester), C1CCOC1 (THF), C1CCOC1 (THF). Conditions: temperature -78 celsius. Product: C(C)(C)(C)OC(=O)N1CC(C=2C=NC(=CC21)C(C(C)C)O)(C)C (6-(1-Hydroxy-2-methyl-propyl)-3,3-dimethyl-2,3-dihydro-pyrrolo[3,2-c]pyridine-1-carboxylic acid tert-butyl ester). As a reaction SMILES: [C:1]([O:5][C:6]([N:8]1[C:16]2[CH:15]=[C:14]([CH:17]=[O:18])[N:13]=[CH:12][C:11]=2[C:10]([CH3:20])([CH3:19])[CH2:9]1)=[O:7])([CH3:4])([CH3:3])[CH3:2].[CH2:21]1[CH2:25]OC[CH2:22]1>>[C:1]([O:5][C:6]([N:8]1[C:16]2[CH:15]=[C:14]([CH:17]([OH:18])[CH:21]([CH3:25])[CH3:22])[N:13]=[CH:12][C:11]=2[C:10]([CH3:20])([CH3:19])[CH2:9]1)=[O:7])([CH3:4])([CH3:2])[CH3:3]. Procedure: To a stirred solution of 6-formyl-3,3-dimethyl-2,3-dihydro-pyrrolo[3,2-c]pyridine-1-carboxylic acid tert-butyl ester (0.65 g, 2.36 mmol), in THF (20 mL) at −78° C. under nitrogen was added, dropwise over 0.1 h, a solution of isopropylmagnesium chloride-lithium chloride complex in THF (1.3 M, 2.7 mL, 3.53 mmol). Resulting solution was stirred at −78° C. then was quenched with aqueous citric acid (5%, 30 mL) and extracted with DCM (4×50 mL). Combined organic extracts were dried (Na2SO4) and evapor...